Dataset: the Open Reaction Database (ORD), a public repository of structured organic reaction records. Task: describe an organic reaction: reactants, conditions, products, and yield The reactants are C1(=CC=CC=C1)C=1N=C(NC1C1=CC=CC=C1)SCCCCC(=O)O (5-(4,5-diphenyl-1H-imidazol-2-ylthio)pentanoic acid), C(CCCCCC)N (heptylamine), B(F)(F)F.CCOCC (boron trifluoride etherate). Run in C1(=CC=CC=C1)C (toluene). Product: C1(=CC=CC=C1)C=1N=C(NC1C1=CC=CC=C1)SCCCCC(=O)NCCCCCCC (5-(4,5-diphenyl-1H-imidazol-2-ylthio)-N-heptylpentanamide). The yield is 87.7%. RXN SMILES: [C:1]1([C:7]2[N:8]=[C:9]([S:18][CH2:19][CH2:20][CH2:21][CH2:22][C:23]([OH:25])=O)[NH:10][C:11]=2[C:12]2[CH:17]=[CH:16][CH:15]=[CH:14][CH:13]=2)[CH:6]=[CH:5][CH:4]=[CH:3][CH:2]=1.[CH2:26]([NH2:33])[CH2:27][CH2:28][CH2:29][CH2:30][CH2:31][CH3:32].B(F)(F)F.CCOCC>C1(C)C=CC=CC=1>[C:1]1([C:7]2[N:8]=[C:9]([S:18][CH2:19][CH2:20][CH2:21][CH2:22][C:23]([NH:33][CH2:26][CH2:27][CH2:28][CH2:29][CH2:30][CH2:31][CH3:32])=[O:25])[NH:10][C:11]=2[C:12]2[CH:17]=[CH:16][CH:15]=[CH:14][CH:13]=2)[CH:2]=[CH:3][CH:4]=[CH:5][CH:6]=1 |f:2.3|. Procedure: Part C, Method 2. To a solution of 5-(4,5-diphenyl-1H-imidazol-2-ylthio)pentanoic acid (2.0 g, 0.0057 mol) in toluene (35 mL) was added heptylamine (1.63 mL, 1.27 g, 0.011 mol) and then boron trifluoride etherate (1.35 mL, 1.56 g, 0.011 mol) and the reaction mixture was stirred at reflux for 120 hours using a Dean-Stark moisture trap. The reaction mixture was cooled, extracted with 0.1N NaOH, 0.1N HCl, and water, and the combined organic extracts were dried over magnesium sulfate and concentrate...